The task is: describe an organic reaction: reactants, conditions, products, and yield. This data is from the Open Reaction Database (ORD), a public repository of structured organic reaction records. The reactants are CC1=C(C=NO1)C(=O)O (5-methylisoxazole-4-carboxylic acid), C1=CC(=CC=C1N)N (p-phenylenediamine), C1(CCCCC1)N=C=NC1CCCCC1 (dicyclohexylcarbodiimide). The solvent is O1CCCC1 (tetrahydrofuran). Reaction conditions: time 5 hour. Product: NC1=CC=C(C=C1)NC(=O)C=1C=NOC1C (5-Methylisoxazole-4-carboxylic acid (4-aminophenyl)amide). Reaction SMILES: [CH3:1][C:2]1[O:6][N:5]=[CH:4][C:3]=1[C:7]([OH:9])=O.[CH:10]1[C:15]([NH2:16])=[CH:14][CH:13]=[C:12]([NH2:17])[CH:11]=1.C1(N=C=NC2CCCCC2)CCCCC1>O1CCCC1>[NH2:16][C:15]1[CH:10]=[CH:11][C:12]([NH:17][C:7]([C:3]2[CH:4]=[N:5][O:6][C:2]=2[CH3:1])=[O:9])=[CH:13][CH:14]=1. Reported procedure: 10.1 g (0.08 mol) of 5-methylisoxazole-4-carboxylic acid and 8.65 g (0.08 mol) of p-phenylenediamine are dissolved in 300 ml of tetrahydrofuran and 18.05 g (0.088 mol) of dicyclohexylcarbodiimide are added. After 5 hours (“h”), the deposited precipitate is filtered off with suction, the organic phase is concentrated and the product is chromatographed on silica gel by means of ethyl acetate/petroleum ether with addition of 1% glacial acetic acid and then crystallized from ethyl acetate/petroleum ... The product is FC1=C(C=C(OCC(C(=O)NC2=CC(=C(C=C2)[N+](=O)[O-])C)(C)O)C=C1)C(F)(F)F (3-(4-Fluoro-3-trifluoromethylphenoxy)-2-hydroxy-2-methyl-N-(3-methyl-4-nitrophenyl)propionamide). As a reaction SMILES: [F:1][C:2]1[CH:7]=[CH:6][C:5]([OH:8])=[CH:4][C:3]=1[C:9]([F:12])([F:11])[F:10].[CH3:13][C:14]1[CH:15]=[C:16]([NH:23][C:24]([C:26]2([CH3:29])[CH2:28][O:27]2)=[O:25])[CH:17]=[CH:18][C:19]=1[N+:20]([O-:22])=[O:21]>>[F:1][C:2]1[CH:7]=[CH:6][C:5]([O:8][CH2:29][C:26]([OH:27])([CH3:28])[C:24]([NH:23][C:16]2[CH:17]=[CH:18][C:19]([N+:20]([O-:22])=[O:21])=[C:14]([CH3:13])[CH:15]=2)=[O:25])=[CH:4][C:3]=1[C:9]([F:10])([F:11])[F:12]. Procedure: 3-(4-Fluoro-3-trifluoromethylphenoxy)-2-hydroxy-2-methyl-N-(3-methyl-4-nitrophenyl)propionamide was prepared as described in Example 1 starting from 4-fluoro-3-(trifluoromethyl)phenol and 2-methyloxirane-2-carboxylic acid (3-methyl-4-nitrophenyl)amide. The crude product was purified by flash chromatography (dichloromethane-1% methanol). 1H NMR (400 MHz, DMSO-d6): 1.44 (3H, s), 2.53 (3H, s), 4.06 (1H, d, J=9.9 Hz), 4.32 (1H, d, J=9.9 Hz), 6.23 (1H, s), 7.24-7.31 (2H, m), 7.38-7.43 (1H, m), 7.87 (... Starting materials: FC1=C(C=C(C=C1)O)C(F)(F)F (4-fluoro-3-(trifluoromethyl)phenol), CC=1C=C(C=CC1[N+](=O)[O-])NC(=O)C1(OC1)C (2-methyloxirane-2-carboxylic acid (3-methyl-4-nitrophenyl)amide). The reactants are C([O-])([O-])=O.[K+].[K+] (potassium carbonate), S(=O)(Cl)Cl (thionyl chloride), OCC1=NN=C(N1C=1SC(=CC1C(C1=C(C=CC=C1)Cl)=O)CC)C (3-hydroxymethyl-4-(3-o-chlorobenzoyl-5-ethyl-2-thienyl)-5-methyl-4H-1,2,4-triazole), O (water). Solvent: O1CCOCC1 (dioxane). Conditions: time 2 hour. The product is ClCC1=NN=C(N1C=1SC(=CC1C(C1=C(C=CC=C1)Cl)=O)CC)C (3-chloromethyl-4-(3-o-chlorobenzoyl-5-ethyl-2-thienyl)-5-methyl-4H-1,2,4-triazole). The yield is 88.5%. As a reaction SMILES: S(Cl)([Cl:3])=O.O[CH2:6][C:7]1[N:11]([C:12]2[S:13][C:14]([CH2:26][CH3:27])=[CH:15][C:16]=2[C:17](=[O:25])[C:18]2[CH:23]=[CH:22][CH:21]=[CH:20][C:19]=2[Cl:24])[C:10]([CH3:28])=[N:9][N:8]=1.O.C(=O)([O-])[O-].[K+].[K+]>O1CCOCC1>[Cl:3][CH2:6][C:7]1[N:11]([C:12]2[S:13][C:14]([CH2:26][CH3:27])=[CH:15][C:16]=2[C:17](=[O:25])[C:18]2[CH:23]=[CH:22][CH:21]=[CH:20][C:19]=2[Cl:24])[C:10]([CH3:28])=[N:9][N:8]=1 |f:3.4.5|. Procedure: Four grams of thionyl chloride is added dropwise to a solution of 10 g of 3-hydroxymethyl-4-(3-o-chlorobenzoyl-5-ethyl-2-thienyl)-5-methyl-4H-1,2,4-triazole in 50 ml of dioxane. The mixture is stirred at 70° - 80°C for 2 hours. The reaction mixture is poured into 200 ml of water and made alkaline with potassium carbonate. The oil liberated is extracted with ethyl acetate. The extract is washed with water, dried over anhydrous sodium sulfate and concentrated in vacuo. The residue is treated with ...